This data is from the Open Reaction Database (ORD), a public repository of structured organic reaction records. The task is: describe an organic reaction: reactants, conditions, products, and yield Starting materials: C(C)NC(=O)C1=CC=C(C=C1)N1N=NC(=C1COC1=CC(=CC=C1)C)C(=O)OCC (ethyl 1-{4-[(ethylamino)carbonyl]phenyl}-5-[(3-methylphenoxy)methyl]-1H-1,2,3-triazole-4-carboxylate), C(O)CN (ethanolamine). Solvent: O (Water). Run at temperature 50 celsius. Product: C(C)NC(=O)C1=CC=C(C=C1)N1N=NC(=C1COC1=CC(=CC=C1)C)C(=O)NCCO (1-{4-[(ethylamino)carbonyl]phenyl}-N-(2-hydroxyethyl)-5-[(3-methylphenoxy)methyl]-1H-1,2,3-triazole-4-carboxamide). As a reaction SMILES: [CH2:1]([NH:3][C:4]([C:6]1[CH:11]=[CH:10][C:9]([N:12]2[C:16]([CH2:17][O:18][C:19]3[CH:24]=[CH:23][CH:22]=[C:21]([CH3:25])[CH:20]=3)=[C:15]([C:26](OCC)=[O:27])[N:14]=[N:13]2)=[CH:8][CH:7]=1)=[O:5])[CH3:2].[CH2:31]([CH2:33][NH2:34])[OH:32]>O>[CH2:1]([NH:3][C:4]([C:6]1[CH:7]=[CH:8][C:9]([N:12]2[C:16]([CH2:17][O:18][C:19]3[CH:24]=[CH:23][CH:22]=[C:21]([CH3:25])[CH:20]=3)=[C:15]([C:26]([NH:34][CH2:33][CH2:31][OH:32])=[O:27])[N:14]=[N:13]2)=[CH:10][CH:11]=1)=[O:5])[CH3:2]. Procedure details: A mixture of ethyl 1-{4-[(ethylamino)carbonyl]phenyl}-5-[(3-methylphenoxy)methyl]-1H-1,2,3-triazole-4-carboxylate (720 mg) obtained in Example 515a) and ethanolamine (2.5 ml) was heated at 50° C. for 14 hr. Water was added to the reaction mixture, and the mixture was extracted with chloroform, and washed with saturated brine. The organic layer was dried over anhydrous sodium sulfate, and the solvent was evaporated under reduced pressure. The residue was purified by silica gel column (ethyl aceta... Reactants: NC=1N=CN(C1C(=O)N)CC1=CC=C(C=C1)C (4-amino-1-(4-methylbenzyl)-5-imidazolecarboxamide), FC1=CC=C(C(=O)Cl)C=C1 (4-fluorobenzoyl chloride). The product is FC1=CC=C(C(=O)NC=2N=CN(C2C(=O)N)CC2=CC=C(C=C2)C)C=C1 (4-(4-fluorobenzoylamino)-1-(4-methylbenzyl)-5-imidazole carboxamide). Isolated yield 64.0%. Reaction SMILES: [NH2:1][C:2]1[N:3]=[CH:4][N:5]([CH2:10][C:11]2[CH:16]=[CH:15][C:14]([CH3:17])=[CH:13][CH:12]=2)[C:6]=1[C:7]([NH2:9])=[O:8].[F:18][C:19]1[CH:27]=[CH:26][C:22]([C:23](Cl)=[O:24])=[CH:21][CH:20]=1>>[F:18][C:19]1[CH:27]=[CH:26][C:22]([C:23]([NH:1][C:2]2[N:3]=[CH:4][N:5]([CH2:10][C:11]3[CH:16]=[CH:15][C:14]([CH3:17])=[CH:13][CH:12]=3)[C:6]=2[C:7]([NH2:9])=[O:8])=[O:24])=[CH:21][CH:20]=1. Procedure: An amidation reaction and post-treatment were carried out following the conditions of Example 1, using 2.30 g (9.99 mmol) of 4-amino-1-(4-methylbenzyl)-5-imidazolecarboxamide prepared in the same manner as in Example 87 and 4-fluorobenzoyl chloride instead of benzoyl chloride to obtain 2.26 g of 4-(4-fluorobenzoylamino)-1-(4-methylbenzyl)-5-imidazole carboxamide (yield 64%).